From a dataset of the Open Reaction Database (ORD), a public repository of structured organic reaction records. describe an organic reaction: reactants, conditions, products, and yield Reactants: ClC1=CC(=NC(=N1)C)[C@H]1[C@@H](C1)C1=NC2=C(N1C)C=CC=C2 (2-((1R,2R)-2-(6-chloro-2-methylpyrimidin-4-yl)cyclopropyl)-1-methyl-1H-benzo[d]imidazole), O.NN (hydrazine hydrate), C([O-])([O-])=O.[K+].[K+] (potassium carbonate). The solvent is CC1CCCO1 (2-MeTHF). Product: N(N)C1=CC(=NC(=N1)C)[C@H]1[C@@H](C1)C1=NC2=C(N1C)C=CC=C2 (2-((1R,2R)-2-(6-hydrazinyl-2-methylpyrimidin-4-yl)cyclopropyl)-1-methyl-1H-benzo[d]imidazole). Reaction SMILES: Cl[C:2]1[N:7]=[C:6]([CH3:8])[N:5]=[C:4]([C@@H:9]2[CH2:11][C@H:10]2[C:12]2[N:16]([CH3:17])[C:15]3[CH:18]=[CH:19][CH:20]=[CH:21][C:14]=3[N:13]=2)[CH:3]=1.O.[NH2:23][NH2:24].C(=O)([O-])[O-].[K+].[K+]>CC1OCCC1>[NH:23]([C:2]1[N:7]=[C:6]([CH3:8])[N:5]=[C:4]([C@@H:9]2[CH2:11][C@H:10]2[C:12]2[N:16]([CH3:17])[C:15]3[CH:18]=[CH:19][CH:20]=[CH:21][C:14]=3[N:13]=2)[CH:3]=1)[NH2:24] |f:1.2,3.4.5|. Reported procedure: A slurry of 6-4 (4 g, 13.39 mmol), hydrazine hydrate (1.261 ml, 40.2 mmol) and potassium carbonate (5.55 g, 40.2 mmol) in 2-MeTHF (100 ml) was heated at 80° C. for 16 h. After cooling to room temperature, the reaction mixture was partitioned between water and ethyl acetate. The organic layer was separated, dried over sodium sulfate, filtered and concentrated to afford Intermediate 6 as a tan solid. MS: m/z=295.4 (M+H). The reactants are CN(N)C(=O)OC(C)(C)C, CC(C)(C)O, CCOC=C(C(=O)OCC)C(=O)c1cc(I)cc(F)c1F. The product is CCOC(=O)C(=CNN(C)C(=O)OC(C)(C)C)C(=O)c1cc(I)cc(F)c1F. As a reaction SMILES: [CH3:22][N:23]([NH2:24])[C:25](=[O:26])[O:27][C:28]([CH3:29])([CH3:30])[CH3:31].[CH3:32][C:33]([OH:34])([CH3:35])[CH3:36].[F:1][c:2]1[c:3]([C:4](=[O:5])[C:6]([C:7](=[O:8])[O:9][CH2:10][CH3:11])=[CH:12][O:13][CH2:14][CH3:15])[cH:16][c:17]([I:21])[cH:18][c:19]1[F:20]>>[F:1][c:2]1[c:3]([C:4](=[O:5])[C:6]([C:7](=[O:8])[O:9][CH2:10][CH3:11])=[CH:12][NH:24][N:23]([CH3:22])[C:25](=[O:26])[O:27][C:28]([CH3:29])([CH3:30])[CH3:31])[cH:16][c:17]([I:21])[cH:18][c:19]1[F:20]. The product is CCCCCC(CC1CC1)C(=O)NC1N=C(c2ccccn2)c2ccccc2N(C)C1=O. The reactants are CCCCC(O)C(CC1CC1)C(=O)NC1N=C(c2ccccn2)c2ccccc2N(C)C1=O, CN1C(=O)C(N)N=C(c2ccccn2)c2ccccc21. As a reaction SMILES: [CH:1]1([CH2:4][CH:5]([C:6](=[O:7])[NH:8][CH:9]2[C:10](=[O:27])[N:11]([CH3:26])[c:12]3[c:13]([cH:22][cH:23][cH:24][cH:25]3)[C:14]([c:16]3[n:17][cH:18][cH:19][cH:20][cH:21]3)=[N:15]2)[CH:28]([CH2:29][CH2:30][CH2:31][CH3:32])[OH:33])[CH2:2][CH2:3]1.[NH2:34][CH:35]1[N:36]=[C:37]([c:38]2[cH:39][cH:40][cH:41][cH:42][n:43]2)[c:44]2[cH:45][cH:46][cH:47][cH:48][c:49]2[N:50]([CH3:51])[C:52]1=[O:53]>>[CH:1]1([CH2:4][CH:5]([C:6](=[O:7])[NH:8][CH:9]2[C:10](=[O:27])[N:11]([CH3:26])[c:12]3[c:13]([cH:22][cH:23][cH:24][cH:25]3)[C:14]([c:16]3[n:17][cH:18][cH:19][cH:20][cH:21]3)=[N:15]2)[CH2:28][CH2:29][CH2:30][CH2:31][CH3:32])[CH2:2][CH2:3]1. Reactants: BrCCCCCBr (1.5-dibromopentane), C([O-])([O-])=O.[K+].[K+] (potassium carbonate), CN(C=O)C (N,N-dimethylformamide), COC(=O)C=1C=NN(C1)C1=CC=C(C=C1)N (1-(4-aminophenyl)-1H-pyrazol-4-carboxylic acid methyl ester), C([O-])([O-])=O.[K+].[K+] (potassium carbonate), [I-].[Na+] (sodium iodide), BrCCCCCBr (1,5-dibromopentane), CN(C=O)C (N,N-dimethylformamide). The solvent is O (water). Yields the product COC(=O)C=1C=NN(C1)C1=C(C=CC=C1)C1CCNCC1 (1-(4-piperidylphenyl)-1H-pyrazol-4-carboxylic acid methyl ester). As a reaction SMILES: [CH3:1][O:2][C:3]([C:5]1[CH:6]=[N:7][N:8]([C:10]2[CH:15]=[CH:14][C:13](N)=[CH:12][CH:11]=2)[CH:9]=1)=[O:4].C(=O)([O-])[O-].[K+].[K+].[I-].[Na+].Br[CH2:26][CH2:27][CH2:28][CH2:29][CH2:30]Br.C[N:33](C)C=O>O>[CH3:1][O:2][C:3]([C:5]1[CH:6]=[N:7][N:8]([C:10]2[CH:15]=[CH:14][CH:13]=[CH:12][C:11]=2[CH:28]2[CH2:29][CH2:30][NH:33][CH2:26][CH2:27]2)[CH:9]=1)=[O:4] |f:1.2.3,4.5|. Procedure details: A solution of 1-(4-aminophenyl)-1H-pyrazol-4-carboxylic acid methyl ester (3.0 g) in N,N-dimethylformamide (30 ml) was treated with potassium carbonate (5.72 g), sodium iodide (4.14 g) and 1,5-dibromopentane, and the mixture was stirred for 20 hours at room temperature and 6 hours at 80° C., during which period additional N,N-dimethylformamide (20 ml), 1.5-dibromopentane (1.14 g) and potassium carbonate (0.95 g) were added. The reaction mixture was cooled to room temperature and poured into wate...